From a dataset of the Open Reaction Database (ORD), a public repository of structured organic reaction records. describe an organic reaction: reactants, conditions, products, and yield Starting materials: Cl.C(C)(C)C=1SC=C(N1)C(=O)N1CCOC2(C1)CCNCC2 ((2-isopropylthiazol-4-yl)(1-oxa-4,9-diazaspiro[5.5]undecan-4-yl)methanone hydrochloride), FC(C(=O)O)(F)F.C(C)C=1SC=C(N1)C(=O)N1CCOC2(C1)CCNCC2 ((2-ethylthiazol-4-yl)(1-oxa-4,9-diazaspiro[5.5]undecan-4-yl)methanone trifluoroacetate), CC1OCCC1 (2-methyltetrahydrofuran). Yields the product ClC1=C(CN2CCC3(CN(CCO3)C(=O)C=3N=C(SC3)C(C)C)CC2)C=CC=C1CCO ((9-(2-Chloro-3-(2-hydroxyethyl)benzyl)-1-oxa-4,9-diazaspiro[5.5]undecan-4-yl)(2-isopropylthiazol-4-yl)methanone). RXN SMILES: [ClH:1].[CH:2]([C:5]1[S:6][CH:7]=[C:8]([C:10]([N:12]2[CH2:17][C:16]3([CH2:22][CH2:21][NH:20][CH2:19][CH2:18]3)[O:15][CH2:14][CH2:13]2)=[O:11])[N:9]=1)([CH3:4])[CH3:3].F[C:24](F)(F)[C:25]([OH:27])=O.C(C1SC=C(C(N2[CH2:44][C:43]3([CH2:49][CH2:48]N[CH2:46][CH2:45]3)OCC2)=O)N=1)C.[CH3:50]C1CCCO1>>[Cl:1][C:49]1[C:48]([CH2:24][CH2:25][OH:27])=[CH:50][CH:46]=[CH:45][C:43]=1[CH2:44][N:20]1[CH2:19][CH2:18][C:16]2([O:15][CH2:14][CH2:13][N:12]([C:10]([C:8]3[N:9]=[C:5]([CH:2]([CH3:4])[CH3:3])[S:6][CH:7]=3)=[O:11])[CH2:17]2)[CH2:22][CH2:21]1 |f:0.1,2.3|. Procedure details: Prepared by the method of Example 26, step c using (2-isopropylthiazol-4-yl)(1-oxa-4,9-diazaspiro[5.5]undecan-4-yl)methanone hydrochloride [Example 27, step a] (1.37 g) in place of (2-ethylthiazol-4-yl)(1-oxa-4,9-diazaspiro[5.5]undecan-4-yl)methanone trifluoroacetate, and 2-methyltetrahydrofuran (50 mL) in place of tetrahydrofuran. Yield 1.00 g. Starting materials: ClC=1C=C(C(=O)OO)C=CC1 (3-chloroperoxybenzoic acid), C1(=CC=CC=C1)C=1C2=C(NN1)C1=C(S2)C=CC=C1 (3-phenyl-1H-[1]benzothieno[3,2-c]pyrazole). The solvent is ClCCl (dichloromethane), ClCCl (dichloromethane). Conditions: temperature 10 celsius, time 4 hour. The product is C1(=CC=CC=C1)C=1C2=C(NN1)C1=C(S2=O)C=CC=C1 (3-phenyl-1H-[1]benzothieno[3,2-c]pyrazole 4-oxide). Reaction SMILES: ClC1C=C(C=CC=1)C(OO)=[O:6].[C:12]1([C:18]2[C:19]3[S:25][C:24]4[CH:26]=[CH:27][CH:28]=[CH:29][C:23]=4[C:20]=3[NH:21][N:22]=2)[CH:17]=[CH:16][CH:15]=[CH:14][CH:13]=1>ClCCl>[C:12]1([C:18]2[C:19]3[S:25](=[O:6])[C:24]4[CH:26]=[CH:27][CH:28]=[CH:29][C:23]=4[C:20]=3[NH:21][N:22]=2)[CH:13]=[CH:14][CH:15]=[CH:16][CH:17]=1. Procedure: A solution of 3-chloroperoxybenzoic acid (450 mg, 60% pure) in dichloromethane (30 ml) was added dropwise with stirring over 15 minutes to a solution of 3-phenyl-1H-[1]benzothieno[3,2-c]pyrazole (400 mg) in dichloromethane (50 ml) at 0-5° C. The mixture was stirred at 5-15° C. for 4 hours, then washed with water, dried and evaporated to give a solid which was purified by chromatography on silica using petroleum ether/ethyl acetate (1:3) as the mobile phase. Appropriate fractions were collected, ... The reactants are BrC=1C=C(C=CC1)C(CC(=O)C1=CC=NC=C1)C1=CC=CC=C1 (3-(3-bromo-phenyl)-3-phenyl-1-pyridin-4-yl-propan-1-one), Cl.NO (hydroxylamine hydrochloride), C(=O)(O)[O-].[Na+] (NaHCO3). The product is BrC=1C=C(C=CC1)C(C\C(=N/O)\C1=CC=NC=C1)C1=CC=CC=C1 ((E)-3-(3-Bromo-phenyl)-3-phenyl-1-pyridin-4-yl-propan-1-one oxime). Reaction SMILES: [Br:1][C:2]1[CH:3]=[C:4]([CH:8]([C:18]2[CH:23]=[CH:22][CH:21]=[CH:20][CH:19]=2)[CH2:9][C:10]([C:12]2[CH:17]=[CH:16][N:15]=[CH:14][CH:13]=2)=O)[CH:5]=[CH:6][CH:7]=1.Cl.[NH2:25][OH:26].C([O-])(O)=O.[Na+]>>[Br:1][C:2]1[CH:3]=[C:4]([CH:8]([C:18]2[CH:23]=[CH:22][CH:21]=[CH:20][CH:19]=2)[CH2:9]/[C:10](/[C:12]2[CH:17]=[CH:16][N:15]=[CH:14][CH:13]=2)=[N:25]\[OH:26])[CH:5]=[CH:6][CH:7]=1 |f:1.2,3.4|. Reported procedure: In analogy to example 1, step 2, from 3-(3-bromo-phenyl)-3-phenyl-1-pyridin-4-yl-propan-1-one and hydroxylamine hydrochloride in the presence of NaHCO3 was prepared the title compound as a colorless oil, MS (ESI+): m/z=381.0 ([M+H]+, 1Br).